Dataset: the Open Reaction Database (ORD), a public repository of structured organic reaction records. Task: describe an organic reaction: reactants, conditions, products, and yield Reactants: [Br-], Cc1cc(Br)ccc1-c1ncc(C=O)s1, C[Mg+], CCOCC, [Cl-], [NH4+], O. Product: Cc1cc(Br)ccc1-c1ncc(C(C)O)s1. RXN SMILES: [Br-:16].[Br:1][c:2]1[cH:3][c:4]([CH3:15])[c:5](-[c:8]2[s:9][c:10]([CH:13]=[O:14])[cH:11][n:12]2)[cH:6][cH:7]1.[CH3:17][Mg+:18].[CH3:21][CH2:22][O:23][CH2:24][CH3:25].[Cl-:19].[NH4+:20].[OH2:26]>>[Br:1][c:2]1[cH:3][c:4]([CH3:15])[c:5](-[c:8]2[s:9][c:10]([CH:13]([OH:14])[CH3:17])[cH:11][n:12]2)[cH:6][cH:7]1. Reactants: O (H2O), Cl.C(C)OC(CN)=O (glycine ethyl ester hydrochloride), C(=O)([O-])[O-].[K+].[K+] (K2CO3), BrCC(=O)Br (bromoacetyl bromide). Solvent: C(Cl)Cl (CH2Cl2). The product is C(C)OC(CNC(CBr)=O)=O ((2-bromo-acetylamino)-acetic acid ethyl ester). Yield: 37.5%. RXN SMILES: Cl.[CH2:2]([O:4][C:5](=[O:8])[CH2:6][NH2:7])[CH3:3].C([O-])([O-])=O.[K+].[K+].[Br:15][CH2:16][C:17](Br)=[O:18].O>C(Cl)Cl>[CH2:2]([O:4][C:5](=[O:8])[CH2:6][NH:7][C:17](=[O:18])[CH2:16][Br:15])[CH3:3] |f:0.1,2.3.4|. Reported procedure: To a mixture of glycine ethyl ester hydrochloride (2.0 g, 14.3 mmol) and K2CO3 (2.1 g, 15.2 mmol) in CH2Cl2 (35 ml) cooled at 0-5° C. bromoacetyl bromide (1.36 ml, 15.6 mmol) was added dropwise. The suspension was stirred at room temperature and after 3 h H2O (20 ml) was added. The phases were separated and the organic one was washed with a saturated solution of NaHCO3 (20 ml) and H2O (20 ml) and dried over Na2SO4. The solvent was evaporated obtaining 39 as white solid (1.2 g, 40%). ESI+MS: calc... The reactants are C(C)N(C(C1=CC=C(C=C1)C(C1=CC=CC=C1)=C1CC2CCC(C1)N2)=O)CC (N,N-diethyl-4-[(8-azabicyclo[3.2.1]oct-3-ylidene)phenylmethyl]benzamide), [OH-].[Na+] (NaOH), [BH-](OC(=O)C)(OC(=O)C)OC(=O)C.[Na+] (NaBH(OAc)3), ClCCCl (DCE), C(CC)=O (propionaldehyde), CC(=O)O (HOAc), product. The solvent is C(Cl)Cl (CH2Cl2), CCOCC (Et2O). Reaction conditions: time 16 hour. Yields the product Cl.C(C)N(C(C1=CC=C(C=C1)C(C1=CC=CC=C1)=C1CC2CCC(C1)N2CCC)=O)CC (N,N-Diethyl-4-[(8-propyl-8-azabicyclo[3.2.1] oct-3-ylidene)phenylmethyl]benzamide Hydrochloride). Reaction SMILES: [CH2:1]([N:3]([CH2:27][CH3:28])[C:4](=[O:26])[C:5]1[CH:10]=[CH:9][C:8]([C:11](=[C:18]2[CH2:24][CH:23]3[NH:25][CH:20]([CH2:21][CH2:22]3)[CH2:19]2)[C:12]2[CH:17]=[CH:16][CH:15]=[CH:14][CH:13]=2)=[CH:7][CH:6]=1)[CH3:2].[CH:29](=O)[CH2:30][CH3:31].CC(O)=O.[BH-](OC(C)=O)(OC(C)=O)OC(C)=O.[Na+].[OH-].[Na+].[Cl:53]CCCl>C(Cl)Cl.CCOCC>[ClH:53].[CH2:27]([N:3]([CH2:1][CH3:2])[C:4](=[O:26])[C:5]1[CH:6]=[CH:7][C:8]([C:11](=[C:18]2[CH2:24][CH:23]3[N:25]([CH2:29][CH2:30][CH3:31])[CH:20]([CH2:21][CH2:22]3)[CH2:19]2)[C:12]2[CH:17]=[CH:16][CH:15]=[CH:14][CH:13]=2)=[CH:9][CH:10]=1)[CH3:28] |f:3.4,5.6,10.11|. Procedure: A slurry of 0.4 g (1.0 mmol) N,N-diethyl-4-[(8-azabicyclo[3.2.1]oct-3-ylidene)phenylmethyl]benzamide, 0.11 mL (1.5 mmol) propionaldehyde, 0.1 mL (1.7 mmol) HOAc, and 0.5 g (2.3 mmol) NaBH(OAc)3 in 20 mL DCE was allowed to stir for 16 h. The reaction was made strongly basic with 3N NaOH and diluted with CH2Cl2. The organic layer was separated, washed with brine, dried over K2CO3, filtered, and concentrated. The remaining oil was absorbed onto silica gel and purified by flash chromatography eluted... Procedure: 4.82 g potassium hydroxide were dissolved in 70 ml ethanol and treated with 8.46 g (2-Chloro-ethyl)-diethyl-amine hydrochloride. The mixture was stirred until everything was dissolved, then 5.0 g benzaldehyde were added and refluxed for 16 hrs. The mixture was diluted with water and extracted with ethyl acetate, and the organic phases washed several times with caustic soda. After drying and evaporation of the solvent the crude product was used without further purification. Starting materials: Cl.ClCCN(CC)CC ((2-Chloro-ethyl)-diethyl-amine hydrochloride), [OH-].[K+] (potassium hydroxide), C(C1=CC=CC=C1)=O (benzaldehyde). As a reaction SMILES: [OH-:1].[K+].Cl.Cl[CH2:5][CH2:6][N:7]([CH2:10][CH3:11])[CH2:8][CH3:9].[CH:12](=[O:19])[C:13]1[CH:18]=[CH:17][CH:16]=[CH:15][CH:14]=1>C(O)C.O>[CH2:8]([N:7]([CH2:10][CH3:11])[CH2:6][CH2:5][O:1][C:16]1[CH:17]=[CH:18][C:13]([CH:12]=[O:19])=[CH:14][CH:15]=1)[CH3:9] |f:0.1,2.3|. The solvent is O (water), C(C)O (ethanol). Yields the product C(C)N(CCOC1=CC=C(C=O)C=C1)CC (4-(2-Diethylamino-ethoxy)-benzaldehyde). Reactants: O=Cc1ccc(Br)nc1, CO, COC(OC)OC, [Na+], O=C([O-])O, Cc1ccc(S(=O)(=O)O)cc1. The product is COC(OC)c1ccc(Br)nc1. RXN SMILES: [Br:1][c:2]1[cH:3][cH:4][c:5]([CH:8]=[O:9])[cH:6][n:7]1.[CH3:33][OH:34].[CH:21]([O:22][CH3:23])([O:24][CH3:25])[O:26][CH3:27].[Na+:32].[O-:28][C:29]([OH:30])=[O:31].[c:10]1([CH3:11])[cH:12][cH:13][c:14]([S:15]([OH:16])(=[O:17])=[O:18])[cH:19][cH:20]1>>[Br:1][c:2]1[cH:3][cH:4][c:5]([CH:21]([O:22][CH3:23])[O:24][CH3:25])[cH:6][n:7]1. Starting materials: N1=CC=C(C=C1)CCC(=O)N (3-(4-pyridyl)-propionamide). Run in O=P(Cl)(Cl)Cl (POCl3). Product: C(#N)CCC1=CC=NC=C1 (4(2-cyanoethyl)pyridine). Isolated yield 76.8%. As a reaction SMILES: [N:1]1[CH:6]=[CH:5][C:4]([CH2:7][CH2:8][C:9]([NH2:11])=O)=[CH:3][CH:2]=1>O=P(Cl)(Cl)Cl>[C:9]([CH2:8][CH2:7][C:4]1[CH:5]=[CH:6][N:1]=[CH:2][CH:3]=1)#[N:11]. Procedure: A mixture of 3-(4-pyridyl)-propionamide (7.1 g, 0.47M) in POCl3 (25 ml) was heated at about 100° to about 110° C. for 2 hrs. The excess of POCl3 was removed in vacuo from the reaction. Thereafter water was added and the resulting solution was basified with aqueous Na2CO3 sol. and extracted with CHCl3. The combined extracts were dried over Na2SO4 and concentrated and distilled at 1 mmHg/118°-120° C. to give 4(2-cyanoethyl)pyridine as an oil (4.8 g, 77% yield). Starting materials: CN, [O-][n+]1cccc(C2CO2)c1. Product: CNCC(O)c1ccc[n+]([O-])c1. As a reaction SMILES: [CH3:1][NH2:2].[O:3]1[CH:4]([c:6]2[cH:7][n+:8]([O-:12])[cH:9][cH:10][cH:11]2)[CH2:5]1>>[CH3:1][NH:2][CH2:5][CH:4]([OH:3])[c:6]1[cH:7][n+:8]([O-:12])[cH:9][cH:10][cH:11]1. Reactants: C(C)C1(C(C2=C(C=C(C(=C2C1=O)C)C)C)=O)C (2-ethyl-2,4,5,7-tetramethylindan-1,3-dione), C1=CC=CC=C1 (benzene). Run in Cl (hydrochloric acid), C(C)O (ethanol). The product is C(C)C1(CC2=C(C=C(C(=C2C1)C)C)C)C (2-Ethyl-2,4,5,7-tetramethylindane). Yield: 72.4%. As a reaction SMILES: [CH2:1]([C:3]1([CH3:17])[C:11](=O)[C:10]2[C:5](=[C:6]([CH3:15])[CH:7]=[C:8]([CH3:14])[C:9]=2[CH3:13])[C:4]1=O)[CH3:2].C1C=CC=CC=1>Cl.C(O)C>[CH2:1]([C:3]1([CH3:17])[CH2:11][C:10]2[C:5](=[C:6]([CH3:15])[CH:7]=[C:8]([CH3:14])[C:9]=2[CH3:13])[CH2:4]1)[CH3:2]. Procedure details: To a mixture of 60 g of 7% Zn/Hg in 200 ml of 20% hydrochloric acid and 70 ml of ethanol was added 27.92 g of the 2-ethyl-2,4,5,7-tetramethylindan-1,3-dione with stirring. After refluxing for 6 hours, the reaction mixture was added 100 ml of benzene and refluxed for 3 hour. The reaction mixture was cooled to room temperature and extracted with diethyl ether. The combined organic layer was dried over anhydrous magnesium sulfate, filtered and evaporated under reduced pressure. The residue was puri...